This data is from the Open Reaction Database (ORD), a public repository of structured organic reaction records. The task is: describe an organic reaction: reactants, conditions, products, and yield Starting materials: PdCl2(dppf)CH2Cl2, C(C)(C)(C)OC(=O)N1CCCC1 (pyrrolidine-1-carboxylic acid tert-butyl ester), C(C)(C)(C)OC(=O)N1C(CCC1)C=1NC(=CN1)C1=CC(=C(C=C1)B1OC(C(O1)(C)C)(C)C)C(=O)OC (2-{5-[3-Methoxycarbonyl-4-(4,4,5,5-tetramethyl-[1,3,2]dioxaborolan-2-yl)-phenyl]-1H-imidazol-2-yl}-pyrrolidine-1-carboxylic acid tert-butyl ester), C([O-])(O)=O.[Na+] (sodium bicarbonate). The reagents and catalysts are C=1C=CC(=CC1)[P](C=2C=CC=CC2)(C=3C=CC=CC3)[Pd]([P](C=4C=CC=CC4)(C=5C=CC=CC5)C=6C=CC=CC6)([P](C=7C=CC=CC7)(C=8C=CC=CC8)C=9C=CC=CC9)[P](C=1C=CC=CC1)(C=1C=CC=CC1)C=1C=CC=CC1 (Pd(PPh3)4). Run in CCOC(=O)C (EtOAc), 1,2-dimethoxyether, O (water). Run at temperature 80 celsius. Product: C(C)(C)(C)OC(=O)N1C(CCC1)C1=NC=C(N1)C1=CC=C(C=C1)C1=CC=C(C=C1)C=1NC(=NC1)C1N(CCC1)C(=O)OC(C)(C)C (4,4′-bis-[2-(1-tert-butoxycarbonyl-pyrrolidin-2-yl)-3H-imidazol-4-yl]-biphenyl). Isolated yield 105.0%. RXN SMILES: [C:1]([O:5][C:6]([N:8]1[CH2:12][CH2:11][CH2:10][CH2:9]1)=[O:7])([CH3:4])([CH3:3])[CH3:2].[C:13]([O:17][C:18]([N:20]1[CH2:24][CH2:23][CH2:22][CH:21]1[C:25]1[NH:26][C:27]([C:30]2[CH:35]=[CH:34][C:33](B3OC(C)(C)C(C)(C)O3)=[C:32](C(OC)=O)[CH:31]=2)=[CH:28][N:29]=1)=[O:19])([CH3:16])([CH3:15])[CH3:14].C(=O)(O)[O-].[Na+]>O.CCOC(C)=O.C1C=CC([P]([Pd]([P](C2C=CC=CC=2)(C2C=CC=CC=2)C2C=CC=CC=2)([P](C2C=CC=CC=2)(C2C=CC=CC=2)C2C=CC=CC=2)[P](C2C=CC=CC=2)(C2C=CC=CC=2)C2C=CC=CC=2)(C2C=CC=CC=2)C2C=CC=CC=2)=CC=1>[C:1]([O:5][C:6]([N:8]1[CH2:12][CH2:11][CH2:10][CH:9]1[C:25]1[NH:26][C:27]([C:30]2[CH:35]=[CH:34][C:33]([C:33]3[CH:32]=[CH:31][C:30]([C:27]4[NH:26][C:25]([CH:21]5[CH2:22][CH2:23][CH2:24][N:20]5[C:18]([O:17][C:13]([CH3:15])([CH3:16])[CH3:14])=[O:19])=[N:29][CH:28]=4)=[CH:35][CH:34]=3)=[CH:32][CH:31]=2)=[CH:28][N:29]=1)=[O:7])([CH3:4])([CH3:2])[CH3:3] |f:2.3,^1:64,66,85,104|. Procedure: To the solution of 245-{4-bromo-3-[(tert-butoxycarbonyl-methyl-amino)-methyl]-phenyl}-1H-imidazol-2-yl)-pyrrolidine-1-carboxylic acid tert-butyl ester (142 mg, 0.27 mmol) and 2-{5-[3-Methoxycarbonyl-4-(4,4,5,5-tetramethyl-[1,3,2]dioxaborolan-2-yl)-phenyl]-1H-imidazol-2-yl}-pyrrolidine-1-carboxylic acid tert-butyl ester (125 mg, 0.25 mmol) in 1,2-dimethoxyether (2.3 ml) and water (0.7 ml) was added sodium bicarbonate (63 mg, 0.75 mmol), followed by Pd(PPh3)4 (12 mg) and PdCl2(dppf)CH2Cl2 (12 mg)....